Dataset: the Open Reaction Database (ORD), a public repository of structured organic reaction records. Task: describe an organic reaction: reactants, conditions, products, and yield The reactants are COC(CN)OC (aminoacetaldehyde dimethylacetal), [H-].[Na+] (sodium hydride), ClCCCCC(=O)Cl (5-chlorovaleryl chloride). Solvent: C(C)(=O)OCC (ethyl acetate), C([O-])([O-])=O.[Na+].[Na+] (sodium carbonate). Conditions: time 1 hour. Yields the product COC(CN1C(CCCC1)=O)OC (1-(2,2-dimethoxyethyl)-piperidin-2-one). The yield is 80.9%. As a reaction SMILES: [CH3:1][O:2][CH:3]([O:6][CH3:7])[CH2:4][NH2:5].Cl[CH2:9][CH2:10][CH2:11][CH2:12][C:13](Cl)=[O:14].[H-].[Na+]>C(OCC)(=O)C.C(=O)([O-])[O-].[Na+].[Na+]>[CH3:1][O:2][CH:3]([O:6][CH3:7])[CH2:4][N:5]1[CH2:9][CH2:10][CH2:11][CH2:12][C:13]1=[O:14] |f:2.3,5.6.7|. Procedure: To a stirred mixture of aminoacetaldehyde dimethylacetal (0.74 g, 7 mmole) in ethyl acetate (20 mL) and 2M sodium carbonate (20 mL) was added 5-chlorovaleryl chloride (1.55 g, 10 mmole). The reaction mixture was stirred at ambient temperature for 1 hour. The aqueous layer was separated and extracted with ethyl acetate. The combined organic phase was washed with 1% hydrochloric acid and water, dried (magnesium sulfate), and concentrated. The oily residue was dissolved in tetrahydrofuran, and sodi... Solvent: C(CCCC)O (pentanol), C(CCCC)O (pentanol). Reported procedure: Charge a pressure tube with sodium iodide (734 mg, 4.9 mmol), copper iodide (23 mg, 0.12 mmol), trans-N,N′-dimethyl-cyclohexane-1,2-diamine (34 mg, 0.24 mmol) dissolved in 0.5 ml of pentanol, and 1-bromo-2-(3-methyl-butyl)-benzene dissolved in 0.5 ml of pentanol. Purge with nitrogen, cap the tube, and heat at 130° C. for 3 days. Subject to silica gel chromatography, eluting with hexane to obtain the desired compound as a colorless liquid (587 mg, 84%). Starting materials: BrC1=C(C=CC=C1)CCC(C)C (1-bromo-2-(3-methyl-butyl)-benzene), [I-].[Na+] (sodium iodide), CN[C@H]1[C@@H](CCCC1)NC (trans-N,N′-dimethyl-cyclohexane-1,2-diamine). Run at temperature 130 celsius. Yields the product IC1=C(C=CC=C1)CCC(C)C (1-Iodo-2-(3-methyl-butyl)-benzene). Reagents/catalysts: [Cu](I)I (copper iodide). As a reaction SMILES: [I-:1].[Na+].CN[C@@H]1CCCC[C@H]1NC.Br[C:14]1[CH:19]=[CH:18][CH:17]=[CH:16][C:15]=1[CH2:20][CH2:21][CH:22]([CH3:24])[CH3:23]>C(O)CCCC.[Cu](I)I>[I:1][C:14]1[CH:19]=[CH:18][CH:17]=[CH:16][C:15]=1[CH2:20][CH2:21][CH:22]([CH3:24])[CH3:23] |f:0.1|. Yield: 84.0%. Reactants: Cl.C1(=CC=CC=C1)CC1=C(C=CC=C1)C1CNCC1 (3-(α-phenyl-2-tolyl)pyrrolidine hydrochloride), [OH-].[Na+] (NaOH), C(Cl)Cl (CH2Cl2). Solvent: CCOCC (ether). Yields the product C(=O)N1CC(CC1)C1=C(C=CC=C1)CC1=CC=CC=C1 (1-formyl-3-(α-phenyl-2-tolyl)pyrrolidine). As a reaction SMILES: Cl.[C:2]1([CH2:8][C:9]2[CH:14]=[CH:13][CH:12]=[CH:11][C:10]=2[CH:15]2[CH2:19][CH2:18][NH:17][CH2:16]2)[CH:7]=[CH:6][CH:5]=[CH:4][CH:3]=1.[OH-:20].[Na+].[CH2:22](Cl)Cl>CCOCC>[CH:22]([N:17]1[CH2:18][CH2:19][CH:15]([C:10]2[CH:11]=[CH:12][CH:13]=[CH:14][C:9]=2[CH2:8][C:2]2[CH:3]=[CH:4][CH:5]=[CH:6][CH:7]=2)[CH2:16]1)=[O:20] |f:0.1,2.3|. Procedure details: A solution of 3.42 g of 3-(α-phenyl-2-tolyl)pyrrolidine hydrochloride of Example 58 in 50 ml of CH2Cl2 is stirred with an excess of 5% NaOH. The organic phase is separated, washed with water, dried (Na2SO4), and evaporated to an oil. This oil is dissolved in 50 ml of ethyl formate and refluxed for 18 hours. The solvent is removed under reduced pressure to give an oil, which is dissolved in 25 ml of ether, and after cooling 16 hours the product is collected by filtration to provide 1-formyl-3-(α-... Reported procedure: About 0.5 mol of fine granular hydrated silica, 0.5 mol of resorcinol and 1 mol of silicon tetrachloride are slowly added while agitating and keeping the temperature below the boiling temperature of the mixture for 1 to 2 hours; the reaction is complete in 2 to 8 hours, thereby producing a phenol chlorosilicon acid resinous product. To this resinous product about 0.5 mol of phenol is added while agitating for 1 to 2 hours, thereby producing an organic silicon acid resinous product. Hydrogen chlo... The reactants are C1(O)=CC(O)=CC=C1 (resorcinol), [Si](Cl)(Cl)(Cl)Cl (silicon tetrachloride). As a reaction SMILES: [C:1]1([CH:8]=[CH:7][CH:6]=[C:4](O)[CH:3]=1)[OH:2].[Si:9](Cl)(Cl)(Cl)[Cl:10]>>[Cl:10][Si:9].[C:1]1([OH:2])[CH:8]=[CH:7][CH:6]=[CH:4][CH:3]=1 |f:2.3|. Reaction conditions: time 5 hour. Yields the product Cl[Si].C1(=CC=CC=C1)O (phenol chlorosilicon). Starting materials: COc1ccc(CCO)cc1, CCOC(=O)N=NC(=O)OCC, O=C1C=CC(=O)N1, c1ccc(P(c2ccccc2)c2ccccc2)cc1. The product is COc1ccc(CCN2C(=O)C=CC2=O)cc1. RXN SMILES: [CH3:32][O:33][c:34]1[cH:35][cH:36][c:37]([CH2:38][CH2:39][OH:40])[cH:41][cH:42]1.[O:20]=[C:21]([O:22][CH2:23][CH3:24])[N:25]=[N:26][C:27]([O:28][CH2:29][CH3:30])=[O:31].[O:43]=[C:44]1[NH:45][C:46](=[O:47])[CH:48]=[CH:49]1.[c:1]1([P:2]([c:3]2[cH:4][cH:5][cH:6][cH:7][cH:8]2)[c:9]2[cH:10][cH:11][cH:12][cH:13][cH:14]2)[cH:15][cH:16][cH:17][cH:18][cH:19]1>>[CH3:32][O:33][c:34]1[cH:35][cH:36][c:37]([CH2:38][CH2:39][N:45]2[C:44](=[O:43])[CH:49]=[CH:48][C:46]2=[O:47])[cH:41][cH:42]1. Starting materials: CC(C)CCBr, O=c1[nH]nc2c(-c3ccc(Cl)cc3)c(-c3ccc(Cl)cc3)ccn12, [K+], [K+], O=C([O-])[O-], CN(C)C=O. The product is CC(C)CCn1nc2c(-c3ccc(Cl)cc3)c(-c3ccc(Cl)cc3)ccn2c1=O. RXN SMILES: [Br:31][CH2:32][CH2:33][CH:34]([CH3:35])[CH3:36].[Cl:1][c:2]1[cH:3][cH:4][c:5](-[c:8]2[c:9](-[c:18]3[cH:19][cH:20][c:21]([Cl:24])[cH:22][cH:23]3)[c:10]3[n:11]([cH:12][cH:13]2)[c:14](=[O:17])[nH:15][n:16]3)[cH:6][cH:7]1.[K+:25].[K+:26].[O-:27][C:28]([O-:29])=[O:30].[O:37]=[CH:38][N:39]([CH3:40])[CH3:41]>>[Cl:1][c:2]1[cH:3][cH:4][c:5](-[c:8]2[c:9](-[c:18]3[cH:19][cH:20][c:21]([Cl:24])[cH:22][cH:23]3)[c:10]3[n:11]([cH:12][cH:13]2)[c:14](=[O:17])[n:15]([CH2:32][CH2:33][CH:34]([CH3:35])[CH3:36])[n:16]3)[cH:6][cH:7]1. Starting materials: [H-].[Na+] (NaH), [I-].C[S+](=O)(C)C (trimethylsulfoxoniumiodide), C1C(CC2=CC=CC=C12)C=O (indan-2-carbaldehyde). Run in CS(=O)C (DMSO), CS(=O)C (DMSO). Reaction conditions: time 30 minute. Yields the product C1C(CC2=CC=CC=C12)C1OC1 ((RS)-2-indan-2-yl-oxirane). The yield is 25.5%. RXN SMILES: [H-].[Na+].[I-].[CH3:4][S+](C)(C)=O.[CH2:9]1[C:17]2[C:12](=[CH:13][CH:14]=[CH:15][CH:16]=2)[CH2:11][CH:10]1[CH:18]=[O:19]>CS(C)=O>[CH2:11]1[C:12]2[C:17](=[CH:16][CH:15]=[CH:14][CH:13]=2)[CH2:9][CH:10]1[CH:18]1[CH2:4][O:19]1 |f:0.1,2.3|. Procedure: To a mixture containing NaH (9.8 mg, 0.2 mmol) and trimethylsulfoxoniumiodide (57.8 mg, 0.26 mmol) was added slowly DMSO (0.44 ml). After 30 minutes stirring at room temperature, a solution of indan-2-carbaldehyde (32 mg, 0.22 mmol) in DMSO (0.1 ml) was added. The reaction mixture was stirred 18 hours at room temperature and then quenched with H2O. The aqueous phase was extracted with ethylacetate, combined organic phases were dried over Na2SO4, filtered and concentrated. The residue was chromat...